Dataset: the Open Reaction Database (ORD), a public repository of structured organic reaction records. Task: describe an organic reaction: reactants, conditions, products, and yield The reactants are Cl.Cl.NC1=CC(=C(C(=O)NCC2CCNCC2)C=C1Cl)OC (4-Amino-5-chloro-2-methoxy-N-(piperidin-4-ylmethyl)benzamide dihydrochloride), BrCCCCCC(=O)C=1C2=C(OC1C)C=CC=C2 (6-bromo-1-(2-methyl-3-benzo[b]furyl)-1-hexanone). Yields the product NC1=CC(=C(C(=O)NCC2CCN(CC2)CCCCCC(=O)C=2C3=C(OC2C)C=CC=C3)C=C1Cl)OC (4-amino-5-chloro-2-methoxy-N-((1-(6-(2-methyl-3-benzo[b]furyl)-6-oxohexyl)piperidin-4-yl)methyl)benzamide). RXN SMILES: Cl.Cl.[NH2:3][C:4]1[C:19]([Cl:20])=[CH:18][C:7]([C:8]([NH:10][CH2:11][CH:12]2[CH2:17][CH2:16][NH:15][CH2:14][CH2:13]2)=[O:9])=[C:6]([O:21][CH3:22])[CH:5]=1.Br[CH2:24][CH2:25][CH2:26][CH2:27][CH2:28][C:29]([C:31]1[C:32]2[CH:40]=[CH:39][CH:38]=[CH:37][C:33]=2[O:34][C:35]=1[CH3:36])=[O:30]>>[NH2:3][C:4]1[C:19]([Cl:20])=[CH:18][C:7]([C:8]([NH:10][CH2:11][CH:12]2[CH2:13][CH2:14][N:15]([CH2:24][CH2:25][CH2:26][CH2:27][CH2:28][C:29]([C:31]3[C:32]4[CH:40]=[CH:39][CH:38]=[CH:37][C:33]=4[O:34][C:35]=3[CH3:36])=[O:30])[CH2:16][CH2:17]2)=[O:9])=[C:6]([O:21][CH3:22])[CH:5]=1 |f:0.1.2|. Reported procedure: 4-Amino-5-chloro-2-methoxy-N-(piperidin-4-ylmethyl)benzamide dihydrochloride as starting compound and 6-bromo-1-(2-methyl-3-benzo[b]furyl)-1-hexanone were reacted and treated in the same manner as in Example 172 to give 4-amino-5-chloro-2-methoxy-N-((1-(6-(2-methyl-3-benzo[b]furyl)-6-oxohexyl)piperidin-4-yl)methyl)benzamide. Starting materials: ClC=1N=C(C2=C(N1)C=C(S2)C=O)N2[C@H](COCC2)C ((S)-2-chloro-4-(3-methylmorpholino)thieno[3,2-d]pyrimidine-6-carbaldehyde), [BH-](OC(=O)C)(OC(=O)C)OC(=O)C.[Na+] (NaBH(OAc)3), CS(=O)(=O)N1CCNCC1 (1-methanesulfonyl piperazine), COC(OC)OC (trimethylorthoformate), NC1=NC=C(C=N1)B1OC(C)(C)C(C)(C)O1 (2-aminopyrimidine-5-boronic acid pinacol ester), CC(=O)[O-].[K+] (KOAc). Reagents/catalysts: C=1C=CC(=CC1)[P](C=2C=CC=CC2)(C=3C=CC=CC3)[Pd]([P](C=4C=CC=CC4)(C=5C=CC=CC5)C=6C=CC=CC6)([P](C=7C=CC=CC7)(C=8C=CC=CC8)C=9C=CC=CC9)[P](C=1C=CC=CC1)(C=1C=CC=CC1)C=1C=CC=CC1 (Pd(PPh3)4). Run in C(Cl)Cl (CH2Cl2), ClCCCl (1,2-dichloroethane), CC(=O)O (HOAc), O (H2O), CC#N (MeCN). The product is C[C@H]1COCCN1C=1C2=C(N=C(N1)C=1C=NC(=NC1)N)C=C(S2)CN2CCN(CC2)S(=O)(=O)C ((S)-5-(4-(3-methylmorpholino)-6-((4-(methylsulfonyl)piperazin-1-yl)methyl)thieno[3,2-d]pyrimidin-2-yl)pyrimidin-2-amine). Reaction SMILES: Cl[C:2]1[N:3]=[C:4]([N:13]2[CH2:18][CH2:17][O:16][CH2:15][C@@H:14]2[CH3:19])[C:5]2[S:10][C:9]([CH:11]=O)=[CH:8][C:6]=2[N:7]=1.[BH-](OC(C)=O)(OC(C)=O)OC(C)=O.[Na+].[CH3:34][S:35]([N:38]1[CH2:43][CH2:42][NH:41][CH2:40][CH2:39]1)(=[O:37])=[O:36].COC(OC)OC.[NH2:51][C:52]1[N:57]=[CH:56][C:55](B2OC(C)(C)C(C)(C)O2)=[CH:54][N:53]=1.CC([O-])=O.[K+]>O.C(Cl)Cl.C1C=CC([P]([Pd]([P](C2C=CC=CC=2)(C2C=CC=CC=2)C2C=CC=CC=2)([P](C2C=CC=CC=2)(C2C=CC=CC=2)C2C=CC=CC=2)[P](C2C=CC=CC=2)(C2C=CC=CC=2)C2C=CC=CC=2)(C2C=CC=CC=2)C2C=CC=CC=2)=CC=1.CC#N.ClCCCl.CC(O)=O>[CH3:19][C@@H:14]1[N:13]([C:4]2[C:5]3[S:10][C:9]([CH2:11][N:41]4[CH2:42][CH2:43][N:38]([S:35]([CH3:34])(=[O:37])=[O:36])[CH2:39][CH2:40]4)=[CH:8][C:6]=3[N:7]=[C:2]([C:55]3[CH:54]=[N:53][C:52]([NH2:51])=[N:57][CH:56]=3)[N:3]=2)[CH2:18][CH2:17][O:16][CH2:15]1 |f:1.2,6.7,^1:79,81,100,119|. Procedure: Following General Procedure D: (S)-2-chloro-4-(3-methylmorpholino)thieno[3,2-d]pyrimidine-6-carbaldehyde (110 mg, 0.37 mmol), HOAc (22 mg), NaBH(OAc)3 (94 mg, 0.44 mmol), 1-methanesulfonyl piperazine (70 mg, 0.43 mmol), 1,2-dichloroethane (1.0 mL), trimethylorthoformate at room temperature for 1 h. The crude product was used in the next step without purification. MS (Q1) 445 (M)+. Following general procedure A: crude product from above, 2-aminopyrimidine-5-boronic acid pinacol ester (106 mg, 0.4... Starting materials: OC1=CC(=C(C=O)C(=C1)C)C (4-hydroxy-2,6-dimethyl-benzaldehyde), ClCC#N (chloroacetonitrile), C(=O)([O-])[O-].[Cs+].[Cs+] (Cs2CO3). The product is C(=O)C1=C(C=C(OCC#N)C=C1C)C ((4-formyl-3,5-dimethyl-phenoxy)-acetonitrile). Reaction SMILES: [OH:1][C:2]1[CH:9]=[C:8]([CH3:10])[C:5]([CH:6]=[O:7])=[C:4]([CH3:11])[CH:3]=1.Cl[CH2:13][C:14]#[N:15].C([O-])([O-])=O.[Cs+].[Cs+]>CC(C)=O>[CH:6]([C:5]1[C:4]([CH3:11])=[CH:3][C:2]([O:1][CH2:13][C:14]#[N:15])=[CH:9][C:8]=1[CH3:10])=[O:7] |f:2.3.4|. The solvent is CC(=O)C (acetone). Reaction conditions: time 16 hour. Procedure: A mixture of 4-hydroxy-2,6-dimethyl-benzaldehyde (150 mg), chloroacetonitrile (0.1 mL), and Cs2CO3 (390 mg) in acetone (10 mL) was stirred at room temperature for 16 h. The mixture was concentrated, diluted with water, and extracted with EtOAc. The organic extracts were washed with brine, dried over Na2SO4, and concentrated in vacuo. Purification by column chromatography (SiO2, 3:1 hexane/EtOAc) gave (4-formyl-3,5-dimethyl-phenoxy)-acetonitrile. The reactants are NN1C(C(NC2=CC=CC=C12)=O)=O (1-amino-1,4-dihydro-2,3-quinoxalinedione), C(C)(=O)OC(C)=O (acetic anhydride). The solvent is N1=CC=CC=C1 (pyridine). Run at temperature 60 celsius, time 4 hour. The product is C(C)(=O)NN1C(C(NC2=CC=CC=C12)=O)=O (1-acetamido-1,4-dihydro-2,3-quinoxalinedione). Yield: 86.0%. As a reaction SMILES: [NH2:1][N:2]1[C:11]2[C:6](=[CH:7][CH:8]=[CH:9][CH:10]=2)[NH:5][C:4](=[O:12])[C:3]1=[O:13].[C:14](OC(=O)C)(=[O:16])[CH3:15]>N1C=CC=CC=1>[C:14]([NH:1][N:2]1[C:11]2[C:6](=[CH:7][CH:8]=[CH:9][CH:10]=2)[NH:5][C:4](=[O:12])[C:3]1=[O:13])(=[O:16])[CH3:15]. Procedure: A mixture of 1-amino-1,4-dihydro-2,3-quinoxalinedione (53 mg, 0.30 mMol) and pyridine (1 mL, fresh distilled from KOH before use) and acetic anhydride (1 mL, Aldrich) was stirred under nitrogen at 60° C. for 4 hrs. The reaction mixture became a clear solution. All of solvent and reagent were then evaporated under reduced pressure and washed with benzene:cyclohexane=1:1(2×2 mL); ether (2×2 mL), dried at 60° C. with rotavapor for 2 h, affording 57 mg (86%) of pure 1-acetamido-1,4-dihydro-2,3-quino...